This data is from the Open Reaction Database (ORD), a public repository of structured organic reaction records. The task is: describe an organic reaction: reactants, conditions, products, and yield Starting materials: Fc1ccc(CCBr)cc1, Nc1ncnc2[nH]c(Sc3ccc4c(c3)OCO4)nc12. The product is Nc1ncnc2c1nc(Sc1ccc3c(c1)OCO3)n2CCc1ccc(F)cc1. Reaction SMILES: [Br:21][CH2:22][CH2:23][c:24]1[cH:25][cH:26][c:27]([F:30])[cH:28][cH:29]1.[O:1]1[CH2:2][O:3][c:4]2[c:5]1[cH:6][cH:7][c:8]([S:10][c:11]1[nH:12][c:13]3[n:14][cH:15][n:16][c:17]([NH2:20])[c:18]3[n:19]1)[cH:9]2>>[O:1]1[CH2:2][O:3][c:4]2[c:5]1[cH:6][cH:7][c:8]([S:10][c:11]1[n:12]([CH2:22][CH2:23][c:24]3[cH:25][cH:26][c:27]([F:30])[cH:28][cH:29]3)[c:13]3[n:14][cH:15][n:16][c:17]([NH2:20])[c:18]3[n:19]1)[cH:9]2. Reaction SMILES: [Br-:1].[CH:2]1([C:8]([OH:33])([C:27]2[CH:32]=[CH:31][CH:30]=[CH:29][CH:28]=2)[C:9]([O:11][CH:12]2[CH2:16][CH2:15][CH2:14][N+:13]2([CH2:18][C:19](=[O:26])[NH:20][C:21]2[CH:25]=[CH:24][O:23][N:22]=2)[CH3:17])=[O:10])C[CH2:6][CH2:5][CH2:4][CH2:3]1.C1(C(C2C=CC=CC=2)(O)C(O)=O)CCCC1>>[Br-:1].[CH:2]1([C:8]([OH:33])([C:27]2[CH:32]=[CH:31][CH:30]=[CH:29][CH:28]=2)[C:9]([O:11][CH:12]2[CH2:16][CH2:15][CH2:14][N+:13]2([CH2:18][C:19](=[O:26])[NH:20][C:21]2[CH:25]=[CH:24][O:23][N:22]=2)[CH3:17])=[O:10])[CH2:3][CH2:4][CH2:5][CH2:6]1 |f:0.1,3.4|. Procedure: This compound is prepared by an analogous method to (1R/S,3R)-3((R/S)-(2-cyclohexyl-2-hydroxy-2-phenyl-acetoxy)-1-(isoxazol-3-ylcarbamoylmethyl)-1-methyl-pyrrolidinium bromide (QAX003) (Example 2) by replacing cyclohexyl-hydroxy-phenyl-acetic acid with cyclopentyl-mandelic acid. The product is [Br-].C1(CCCC1)C(C(=O)OC1[N+](CCC1)(C)CC(NC1=NOC=C1)=O)(C1=CC=CC=C1)O ((R/S)-(2-Cyclopentyl-2-hydroxy-2-phenyl-acetoxy)-1-(isoxazol-3-ylcarbamoyl-methyl)-1-methyl-pyrrolidinium bromide). The reactants are 1R/S,3R)-3, [Br-].C1(CCCCC1)C(C(=O)OC1[N+](CCC1)(C)CC(NC1=NOC=C1)=O)(C1=CC=CC=C1)O ((R/S)-(2-Cyclohexyl-2-hydroxy-2-phenyl-acetoxy)-1-(isoxazol-3-ylcarbamoyl-methyl)-1-methyl-pyrrolidinium bromide), C1(CCCC1)C(C(=O)O)(O)C1=CC=CC=C1 (cyclopentyl-mandelic acid). Starting materials: C(C1=CC=CC=C1)OC(NC[C@@H]1CC[C@H](CC1)C(N(C)OC)=O)=O (trans-[4-(methoxy-methyl-carbamoyl)-cyclohexylmethyl]-carbamic acid benzyl ester), C[Mg]Cl (CH3MgCl). Solvent: C1CCOC1 (THF). Run at temperature 0 celsius, time 1 hour. The product is C(C1=CC=CC=C1)OC(NC[C@@H]1CC[C@H](CC1)C(C)=O)=O (trans-(4-Acetyl-cyclohexylmethyl)-carbamic Acid Benzyl Ester). The yield is 41.9%. RXN SMILES: [CH2:1]([O:8][C:9](=[O:24])[NH:10][CH2:11][C@H:12]1[CH2:17][CH2:16][C@H:15]([C:18](=[O:23])N(OC)C)[CH2:14][CH2:13]1)[C:2]1[CH:7]=[CH:6][CH:5]=[CH:4][CH:3]=1.[CH3:25][Mg]Cl>C1COCC1>[CH2:1]([O:8][C:9](=[O:24])[NH:10][CH2:11][C@H:12]1[CH2:13][CH2:14][C@H:15]([C:18](=[O:23])[CH3:25])[CH2:16][CH2:17]1)[C:2]1[CH:3]=[CH:4][CH:5]=[CH:6][CH:7]=1. Reported procedure: A 500 mL flask was charged with 15.2 g (45.4 mmol) trans-[4-(methoxy-methyl-carbamoyl)-cyclohexylmethyl]-carbamic acid benzyl ester and 350 mL anhydrous THF. The soluton was cooled to 0° C. then 33.3 mL (99.9 mmol) 3M CH3MgCl was added dropwise over 10 minutes. The reaction mixture was then stirred for 1 hour at 0° C. then quenched with 20 mL 2N acetic acid and poured into 300 mL water. The aqueous was extracted with ethyl acetate (3×200 mL) and the combined organics were washed with 0.5M HCl (1... Starting materials: C(CC)NC(=O)NCCC (1,3-di-n-propylurea), product, C(CC(=O)O)(=O)O (malonic acid), C(C)(=O)OC(C)=O (acetic anhydride). Solvent: C(C)(=O)O (acetic acid). Yields the product C(CC)N1C(=O)N(C(=O)CC1=O)CCC (1,3-di-n-propylbarbituric Acid). RXN SMILES: [CH2:1]([NH:4][C:5]([NH:7][CH2:8][CH2:9][CH3:10])=[O:6])[CH2:2][CH3:3].[C:11]([OH:17])(=O)[CH2:12][C:13]([OH:15])=O.C(OC(=O)C)(=O)C>C(O)(=O)C>[CH2:1]([N:4]1[C:11](=[O:17])[CH2:12][C:13](=[O:15])[N:7]([CH2:8][CH2:9][CH3:10])[C:5]1=[O:6])[CH2:2][CH3:3]. Procedure details: Synthesis was carried out according to the procedure of Goldner, Ann. Chem., 691, 142 (1966) using 1,3-di-n-propylurea (777 g., 5.38 mole), malonic acid (660 g., 6.34 mole), glacial acetic acid (1050 ml.) and acetic anhydride (2160 ml.) to obtain 790 g. (69.2%) of product, melting point 77° - 80° C. NMR and IR spectra were consistent with the assigned structure. Reactants: CC(=O)O, Cc1ccccc1, COc1c(F)cc(F)cc1C=O, Cc1ccc2c(N)cccc2n1. Yields the product COc1c(F)cc(F)cc1C=Nc1cccc2nc(C)ccc12. RXN SMILES: [CH3:25][C:26](=[O:27])[OH:28].[CH3:29][c:30]1[cH:31][cH:32][cH:33][cH:34][cH:35]1.[F:13][c:14]1[c:15]([O:23][CH3:24])[c:16]([CH:17]=[O:18])[cH:19][c:20]([F:22])[cH:21]1.[NH2:1][c:2]1[c:3]2[cH:4][cH:5][c:6]([CH3:12])[n:7][c:8]2[cH:9][cH:10][cH:11]1>>[N:1]([c:2]1[c:3]2[cH:4][cH:5][c:6]([CH3:12])[n:7][c:8]2[cH:9][cH:10][cH:11]1)=[CH:17][c:16]1[c:15]([O:23][CH3:24])[c:14]([F:13])[cH:21][c:20]([F:22])[cH:19]1. Procedure details: A solution of 3-cyclopentyl-2-(4-methanesulfonyl-3-nitrophenyl)-propionamide (126 mg, 0.37 mmol) and methyl isocyanate (211 mg, 3.70 mmol) in toluene (2 mL) was heated under reflux (120° C.) for 15 h. The reaction mixture was allowed to cool to 25° C. and then concentrated in vacuo. The resulting yellow oil was treated with a small amount of a 1/1 mixture of hexanes/ethyl acetate, and a precipitate started to form. The material was further cooled in the freezer for 2 h to facilitate additional p... The yield is 34.0%. Solvent: C1(=CC=CC=C1)C (toluene). Yields the product C1(CCCC1)CC(C(=O)NC(=O)NC)C1=CC(=C(C=C1)S(=O)(=O)C)[N+](=O)[O-] (1-[3-cyclopentyl-2-(4-methanesulfonyl-3-nitrophenyl)-propionyl]-3-methyl-urea). Run at temperature 120 celsius. As a reaction SMILES: [CH:1]1([CH2:6][CH:7]([C:11]2[CH:16]=[CH:15][C:14]([S:17]([CH3:20])(=[O:19])=[O:18])=[C:13]([N+:21]([O-:23])=[O:22])[CH:12]=2)[C:8]([NH2:10])=[O:9])[CH2:5][CH2:4][CH2:3][CH2:2]1.[CH3:24][N:25]=[C:26]=[O:27]>C1(C)C=CC=CC=1>[CH:1]1([CH2:6][CH:7]([C:11]2[CH:16]=[CH:15][C:14]([S:17]([CH3:20])(=[O:19])=[O:18])=[C:13]([N+:21]([O-:23])=[O:22])[CH:12]=2)[C:8]([NH:10][C:26]([NH:25][CH3:24])=[O:27])=[O:9])[CH2:5][CH2:4][CH2:3][CH2:2]1. Starting materials: C1(CCCC1)CC(C(=O)N)C1=CC(=C(C=C1)S(=O)(=O)C)[N+](=O)[O-] (3-cyclopentyl-2-(4-methanesulfonyl-3-nitrophenyl)-propionamide), CN=C=O (methyl isocyanate). Reactants: BrC1=NC=C(C=C1)OC (2-Bromo-5-methoxypyridine), C(CCC)[Li] (n-butyl lithium), C(C1=CC=CC=C1)OC=1C=CC(=C(C=O)C1)OC (5-benzyloxy-2-methoxybenzaldehyde), C(C)(=O)OC(C)=O (acetic anhydride). Solvent: N1=CC=CC=C1 (pyridine), CO (carbinol). Product: C(C)(=O)OC(C1=NC=C(C=C1)OC)C1=CC(=CC=C1OC)OCC1=CC=CC=C1 (1-(3-benzyloxy-6-methoxyphenyl)-1-(5-methoxy-2-pyridyl)-methyl acetate). Yield: 50.0%. RXN SMILES: Br[C:2]1[CH:7]=[CH:6][C:5]([O:8][CH3:9])=[CH:4][N:3]=1.C([Li])CCC.[CH2:15]([O:22][C:23]1[CH:24]=[CH:25][C:26]([O:31][CH3:32])=[C:27]([CH:30]=1)[CH:28]=[O:29])[C:16]1[CH:21]=[CH:20][CH:19]=[CH:18][CH:17]=1.[C:33](OC(=O)C)(=[O:35])[CH3:34]>N1C=CC=CC=1.CO>[C:33]([O:29][CH:28]([C:27]1[C:26]([O:31][CH3:32])=[CH:25][CH:24]=[C:23]([O:22][CH2:15][C:16]2[CH:17]=[CH:18][CH:19]=[CH:20][CH:21]=2)[CH:30]=1)[C:2]1[CH:7]=[CH:6][C:5]([O:8][CH3:9])=[CH:4][N:3]=1)(=[O:35])[CH3:34]. Procedure: 2-Bromo-5-methoxypyridine (15.35 g) was successively treated with n-butyl lithium and 5-benzyloxy-2-methoxybenzaldehyde (16.47 g, Example 1(i)) under the conditions of Example 1(j). The crude carbinol (19.4 g) was treated with acetic anhydride and pyridine as described in Example 1(k). The product was purified by column chromatography on silica gel (550 g). Elution with petroleum spirit (60°-80°)/ethyl acetate (2:1), then recrystallisation from dichloromethane/petroleum spirit gave 1-(3-benzylox...